This data is from the Open Reaction Database (ORD), a public repository of structured organic reaction records. The task is: describe an organic reaction: reactants, conditions, products, and yield The reactants are N#Cc1c[nH]c2ccccc12, CC1(C)Oc2ccc(C#N)cc2C2OC21, O=C([O-])[O-], CN(C)C=O, CCOC(C)=O, [K+], [K+]. Yields the product CC1(C)C=C(n2cc(C#N)c3ccccc32)c2cc(C#N)ccc2O1. As a reaction SMILES: [C:16](#[N:17])[c:18]1[cH:19][nH:20][c:21]2[cH:22][cH:23][cH:24][cH:25][c:26]12.[C:1](#[N:2])[c:3]1[cH:4][cH:5][c:6]2[c:7]([cH:15]1)[CH:8]1[CH:9]([C:10]([CH3:12])([CH3:13])[O:11]2)[O:14]1.[C:27](=[O:28])([O-:29])[O-:30].[CH3:33][N:34]([CH3:35])[CH:36]=[O:37].[CH3:38][CH2:39][O:40][C:41](=[O:42])[CH3:43].[K+:31].[K+:32]>>[C:1](#[N:2])[c:3]1[cH:4][cH:5][c:6]2[c:7]([cH:15]1)[C:8]([n:20]1[cH:19][c:18]([C:16]#[N:17])[c:26]3[c:21]1[cH:22][cH:23][cH:24][cH:25]3)=[CH:9][C:10]([CH3:12])([CH3:13])[O:11]2. Starting materials: O=C([O-])[O-], CS(=O)(=O)OCCCF, CN(C)C=O, O=c1[nH]nnn1-c1ccc([N+](=O)[O-])cc1F, [K+], [K+]. Product: O=c1n(CCCF)nnn1-c1ccc([N+](=O)[O-])cc1F. RXN SMILES: [C:17](=[O:18])([O-:19])[O-:20].[CH3:23][S:24]([O:25][CH2:28][CH2:29][CH2:30][F:31])(=[O:26])=[O:27].[CH3:32][N:33]([CH3:34])[CH:35]=[O:36].[F:1][c:2]1[c:3](-[n:11]2[n:12][n:13][nH:14][c:15]2=[O:16])[cH:4][cH:5][c:6]([N+:8](=[O:9])[O-:10])[cH:7]1.[K+:21].[K+:22]>>[F:1][c:2]1[c:3](-[n:11]2[n:12][n:13][n:14]([CH2:28][CH2:29][CH2:30][F:31])[c:15]2=[O:16])[cH:4][cH:5][c:6]([N+:8](=[O:9])[O-:10])[cH:7]1.